Dataset: the Open Reaction Database (ORD), a public repository of structured organic reaction records. Task: describe an organic reaction: reactants, conditions, products, and yield The reactants are BrCC(=O)N[C@](C(CO)(F)F)(C)C1=C(C=CC(=C1)Br)F (2-Bromo-N—[(R)-1-(5-bromo-2-fluoro-phenyl)-2,2-difluoro-3-hydroxy-1-methyl-propyl]-acetamide), CCCCCCC (heptane). The solvent is C(C)(=O)OCC (ethyl acetate). The product is BrC=1C=CC(=C(C1)[C@]1(NC(COCC1(F)F)=O)C)F ((R)-5-(5-bromo-2-fluoro-phenyl)-6,6-difluoro-5-methyl-[1,4]oxazepan-3-one). Yield: 64.9%. Reaction SMILES: Br[CH2:2][C:3]([NH:5][C@@:6]([C:13]1[CH:18]=[C:17]([Br:19])[CH:16]=[CH:15][C:14]=1[F:20])([CH3:12])[C:7]([F:11])([F:10])[CH2:8][OH:9])=[O:4].CCCCCCC>C(OCC)(=O)C>[Br:19][C:17]1[CH:16]=[CH:15][C:14]([F:20])=[C:13]([C@:6]2([CH3:12])[C:7]([F:11])([F:10])[CH2:8][O:9][CH2:2][C:3](=[O:4])[NH:5]2)[CH:18]=1. Procedure details: Prepared in an analogous manner as described for intermediate A27A from 2-Bromo-N—[(R)-1-(5-bromo-2-fluoro-phenyl)-2,2-difluoro-3-hydroxy-1-methyl-propyl]-acetamide (intermediate A15B) (700 mg; 2.82 mmol). After silica gel column chromatography with heptane and ethyl acetate the (R)-5-(5-bromo-2-fluoro-phenyl)-6,6-difluoro-5-methyl-[1,4]oxazepan-3-one (366 mg, 1.83 mmol, 65% yield) was obtained as a white solid. MS (ISP): m/z=337.0 [(M+H)+] and 339.0 [(M+2+H)+]. Procedure: Potassium carbonate (113 g) water (565 mL) were sequentially added to a solution of N-{7-bromo-4-[(2-hydroxy-2-methylpropyl)amino][1,5]naphthyridin-3-yl}-2-ethoxyacetamide hydrochloride (113 g, 261 mmol) in denatured ethanol (1.695 L), and the resulting mixture was heated at reflux (77° C.) overnight and allowed to cool to room temperature. The ethanol was removed under reduced pressure, and the resulting mixture was filtered to isolate a solid. The solid washed with water (100 mL) and dried ove... As a reaction SMILES: C(=O)([O-])[O-].[K+].[K+].Cl.[Br:8][C:9]1[CH:18]=[C:17]2[C:12]([C:13]([NH:26][CH2:27][C:28]([OH:31])([CH3:30])[CH3:29])=[C:14]([NH:19][C:20](=O)[CH2:21][O:22][CH2:23][CH3:24])[CH:15]=[N:16]2)=[N:11][CH:10]=1>C(O)C>[Br:8][C:9]1[CH:10]=[N:11][C:12]2[C:13]3[N:26]([CH2:27][C:28]([CH3:30])([OH:31])[CH3:29])[C:20]([CH2:21][O:22][CH2:23][CH3:24])=[N:19][C:14]=3[CH:15]=[N:16][C:17]=2[CH:18]=1 |f:0.1.2,3.4|. Product: BrC=1C=NC=2C3=C(C=NC2C1)N=C(N3CC(C)(O)C)COCC (1-[7-bromo-2-(ethoxymethyl)-1H-imidazo[4,5-c][1,5]naphthyridin-1-yl]-2-methylpropan-2-ol). Reactants: C([O-])([O-])=O.[K+].[K+] (Potassium carbonate), Cl.BrC1=CN=C2C(=C(C=NC2=C1)NC(COCC)=O)NCC(C)(C)O (N-{7-bromo-4-[(2-hydroxy-2-methylpropyl)amino][1,5]naphthyridin-3-yl}-2-ethoxyacetamide hydrochloride). Run at temperature 77 celsius. Solvent: C(C)O (ethanol). Isolated yield 90.9%. The reactants are ClCC(=O)NC1=CC=CC=2C(C3=CC=CC(=C3C(C12)=O)NC(CCl)=O)=O (1,8-Bis(chloroacetamido)anthraquinone), ClCC(=O)NC1=CC=CC=2C(C3=CC=CC(=C3C(C12)=O)NC(CCl)=O)=O (1,8-Bis(chloroacetamido)anthraquinone), N1=CC=CC=C1 (pyridine), C(C)NCC (Diethylamine), ice water. The solvent is CN(C=O)C (dimethylformamide). Conditions: time 30 minute. Yields the product C(C)N(CC(=O)NC1=CC=CC=2C(C3=CC=CC(=C3C(C12)=O)NC(CN(CC)CC)=O)=O)CC (1,8-Bis[2-(diethylamino)acetamido]anthraquinone). Yield: 70.0%. Reaction SMILES: Cl[CH2:2][C:3]([NH:5][C:6]1[C:19]2[C:18](=[O:20])[C:17]3[C:12](=[CH:13][CH:14]=[CH:15][C:16]=3[NH:21][C:22](=[O:25])[CH2:23]Cl)[C:11](=[O:26])[C:10]=2[CH:9]=[CH:8][CH:7]=1)=[O:4].[N:27]1[CH:32]=[CH:31]C=[CH:29][CH:28]=1.[CH2:33]([NH:35][CH2:36][CH3:37])[CH3:34]>CN(C)C=O>[CH2:32]([N:27]([CH2:28][CH3:29])[CH2:2][C:3]([NH:5][C:6]1[C:19]2[C:18](=[O:20])[C:17]3[C:12](=[CH:13][CH:14]=[CH:15][C:16]=3[NH:21][C:22](=[O:25])[CH2:23][N:35]([CH2:36][CH3:37])[CH2:33][CH3:34])[C:11](=[O:26])[C:10]=2[CH:9]=[CH:8][CH:7]=1)=[O:4])[CH3:31]. Procedure: Add 0.4 g, 1.0 mmol 1,8-bis(chloroacetamido)anthraquinone (compound 3) with pyridine (0.5 ml), and 0.6 ml, 6 mmole Diethylamine, dissolved in 20 ml dehydrated dimethylformamide (DMF). The mixture is reacted in a mini-reactor. The reaction temperature is 120° C. in the oil bath and the reaction time is 30 minutes. The reacted mixture is poured into 50 ml ice water and is filtered to collect precipitate. The precipitate is recrystallized from ethanol to get yellow compound 3l. Starting materials: NC1=CC=C(C=C1)C=1C(NC(NN1)=O)C (6-(4-aminophenyl)-5-methyl-4,5-dihydro-1,2,4-triazin-3(2H)-one), BrCCCCBr (1,4-dibromobutane), C([O-])([O-])=O.[K+].[K+] (potassium carbonate), [I-].[K+] (potassium iodide). Solvent: CN(C)C=O (DMF). Run at temperature 80 celsius. Yields the product N1(CCCC1)C1=CC=C(C=C1)C=1C(NC(NN1)=O)C (6-(4-pyrrolidinophenyl)-5-methyl-4,5-dihydro-1,2,4-triazin-3(2H)-one). Isolated yield 25.2%. Reaction SMILES: [NH2:1][C:2]1[CH:7]=[CH:6][C:5]([C:8]2[CH:9]([CH3:15])[NH:10][C:11](=[O:14])[NH:12][N:13]=2)=[CH:4][CH:3]=1.Br[CH2:17][CH2:18][CH2:19][CH2:20]Br.C(=O)([O-])[O-].[K+].[K+].[I-].[K+]>CN(C=O)C>[N:1]1([C:2]2[CH:3]=[CH:4][C:5]([C:8]3[CH:9]([CH3:15])[NH:10][C:11](=[O:14])[NH:12][N:13]=3)=[CH:6][CH:7]=2)[CH2:20][CH2:19][CH2:18][CH2:17]1 |f:2.3.4,5.6|. Procedure details: A mixture of 6-(4-aminophenyl)-5-methyl-4,5-dihydro-1,2,4-triazin-3(2H)-one (2.04 g), 1,4-dibromobutane (2.59 g), potassium carbonate (0.35 g) and potassium iodide (0.5 g) in DMF (10 ml) was heated at 80° C. for 5 hours under stirring, and then evaporated in vacuo. After addition of 30% aqueous methanol to the residue, the resulting precipitates were collected by filtration and recrystallized from a mixture of methanol and chloroform (7:3) to give 6-(4-pyrrolidinophenyl)-5-methyl-4,5-dihydro-1,2... The reactants are N(=[N+]=[N-])CC1=CC=C(C=C1)OC (1-(azidomethyl)-4-methoxybenzene), C(C#C)O (propargyl alcohol), CuSO4.5H2O, Ascorbic acid sodium salts. The solvent is C(C)(C)(C)O.O (tert-butyl alcohol H2O), O (water). Reaction conditions: time 2 day. The product is COC1=CC=C(CN2N=NC(=C2)CO)C=C1 ((1-(4-methoxybenzyl)-1H-1,2,3-triazole-4-yl) methanol). Yield: 59.1%. Reaction SMILES: [N:1]([CH2:4][C:5]1[CH:10]=[CH:9][C:8]([O:11][CH3:12])=[CH:7][CH:6]=1)=[N+:2]=[N-:3].[CH2:13]([OH:16])[C:14]#[CH:15]>C(O)(C)(C)C.O.O>[CH3:12][O:11][C:8]1[CH:9]=[CH:10][C:5]([CH2:4][N:1]2[CH:15]=[C:14]([CH2:13][OH:16])[N:3]=[N:2]2)=[CH:6][CH:7]=1 |f:2.3|. Reported procedure: 93 mmol 1-(azidomethyl)-4-methoxybenzene, 110 mmol propargyl alcohol were mixed in 230 ml tert-butyl alcohol/H2O (1:1) solution. 1 mmol CuSO4.5H2O and 10 mmol Ascorbic acid sodium salts dissolved in 2 ml water were added into the solution. The mixture was stirred for 2 days. After evaporation, the mixture was purified by flash column to give 55 mmol (1-(4-methoxybenzyl)-1H-1,2,3-triazole-4-yl) methanol. 1H NMR (CDCl3): 7.42 (1H, s), 7.22 (2H, d, JH-H=8.70), 6.88 (2H, d, JH-H=8.70), 5.43 (2H, s),... Reactants: C(C)(=O)O (Acetic acid), CC1=C(NC(=C1)C)C(=O)OCC (ethyl 3,5-dimethyl-2-pyrrolecarboxylate), ceric ammonium nitrate. The solvent is C1CCOC1 (THF), O (water), O (water). Conditions: temperature -7.5 celsius, time 1.5 hour. Yields the product C(C)OC(=O)C=1NC(=CC1C)C=O (5-formyl-3-methyl-1H-pyrrole-2-carboxylic acid ethyl ester). Yield: 44.0%. RXN SMILES: C(O)(=[O:3])C.[CH3:5][C:6]1[CH:10]=[C:9]([CH3:11])[NH:8][C:7]=1[C:12]([O:14][CH2:15][CH3:16])=[O:13]>C1COCC1.O>[CH2:15]([O:14][C:12]([C:7]1[NH:8][C:9]([CH:11]=[O:3])=[CH:10][C:6]=1[CH3:5])=[O:13])[CH3:16]. Procedure details: Acetic acid (360 mL) and water (300 ml) was added to a solution of ethyl 3,5-dimethyl-2-pyrrolecarboxylate (5 g, 29.9 mmol) in THF (300 mL). The mixture was cooled to −10 to −5° C. for 30 minutes. To the mixture was then added ceric ammonium nitrate (CAN, 67.21 g, 122.6 mmol) over a period of 30 minutes. The mixture was stirred at −10 to −5° C. for 1.5 hours. The reaction was diluted with water (800 mL) and extracted with dichloromethane (3×). The combined extracts were washed with sodium bicarb...